Task: describe an organic reaction: reactants, conditions, products, and yield. Dataset: the Open Reaction Database (ORD), a public repository of structured organic reaction records Reactants: COC(C(=O)C1=CNC2=C(C=CC=C12)CO[Si](C(C)C)(C(C)C)C(C)C)=O (7-((triisopropylsilyloxy)methyl)indole-3-glyoxylic acid methyl ester), C1(=CN2CCCC3=CC=CC1=C23)CC(=O)N (2-(5,6-dihydro-4H-pyrrolo[3,2,1-ij]quinolin-1-yl)acetamide). The product is C(C)(C)[Si](OCC=1C=CC=C2C(=CNC12)C=1C(NC(C1C1=CN2CCCC3=CC=CC1=C23)=O)=O)(C(C)C)C(C)C (3-(7-(Triisopropylsilyloxy)methyl-1H-indol-3-yl)-4-(5,6-dihydro-4H-pyrrolo [3,2,1-ij]quinolin-1-yl)-pyrrole-2,5-dione). RXN SMILES: CO[C:3](=[O:27])[C:4]([C:6]1[C:14]2[C:9](=[C:10]([CH2:15][O:16][Si:17]([CH:24]([CH3:26])[CH3:25])([CH:21]([CH3:23])[CH3:22])[CH:18]([CH3:20])[CH3:19])[CH:11]=[CH:12][CH:13]=2)[NH:8][CH:7]=1)=O.[C:28]1([CH2:40][C:41]([NH2:43])=[O:42])[C:38]2=[C:39]3[C:34](=[CH:35][CH:36]=[CH:37]2)[CH2:33][CH2:32][CH2:31][N:30]3[CH:29]=1>>[CH:24]([Si:17]([CH:18]([CH3:20])[CH3:19])([CH:21]([CH3:23])[CH3:22])[O:16][CH2:15][C:10]1[CH:11]=[CH:12][CH:13]=[C:14]2[C:9]=1[NH:8][CH:7]=[C:6]2[C:4]1[C:3](=[O:27])[NH:43][C:41](=[O:42])[C:40]=1[C:28]1[C:38]2=[C:39]3[C:34](=[CH:35][CH:36]=[CH:37]2)[CH2:33][CH2:32][CH2:31][N:30]3[CH:29]=1)([CH3:26])[CH3:25]. Reported procedure: Beginning with 7-((triisopropylsilyloxy)methyl)indole-3-glyoxylic acid methyl ester and 2-(5,6-dihydro-4H-pyrrolo[3,2,1-ij]quinolin-1-yl)acetamide, the title compound was prepared essentially as described in Example 1. Reactants: C(C1=CC=CC=C1)OC(CC1(C=CCC=C1)C#N)=O ((1-cyanocyclohexa-2,5-dienyl)acetic acid benzyl ester), [NH4+].[OH-] (NH4OH). The reagents and catalysts are [Pd] (Pd/C). The solvent is CO (MeOH). Run at temperature 50 celsius, time 18 hour. Product: NCC1(CCCCC1)CC(=O)O (1-(Aminomethyl)cyclohexaneacetic Acid). Yield: 93.1%. RXN SMILES: C([O:8][C:9](=[O:19])[CH2:10][C:11]1([C:17]#[N:18])[CH:16]=[CH:15][CH2:14][CH:13]=[CH:12]1)C1C=CC=CC=1.[NH4+].[OH-]>[Pd].CO>[NH2:18][CH2:17][C:11]1([CH2:10][C:9]([OH:19])=[O:8])[CH2:16][CH2:15][CH2:14][CH2:13][CH2:12]1 |f:1.2|. Procedure details: Added 5% Pd/C catalyst (0.84 g, 0.40 mmol) to a solution of (1-cyanocyclohexa-2,5-dienyl)acetic acid benzyl ester (1.00 g, 3.95 mmol) and 28% NH4OH (0.55 mL, 0.50 g, 4.0 mmol) in MeOH (20 mL). After shaking the reaction mixture under 50 psi H2 at 50° C. for 18 hours, the pressure was slowly released, and the reaction was cooled to room temperature. The reaction was filtered and concentrated under reduced pressure to afford 0.63 g (93%) of crude product. Starting materials: C(C)(=O)OCC (ethyl acetate), NC1=NC(=NS1)/C(/C(=O)N[C@H]1[C@@H]2N(C(=C(CS2)CI)C(=O)OC(C2=CC=CC=C2)C2=CC=CC=C2)C1=O)=N/OC(C)(C)C(=O)OC(C)(C)C (benzhydryl 7β-[(Z)-2-(5-amino-1,2,4-thiadiazol-3-yl)-2-(1-tert-butoxycarbonyl-1-methylethoxyimino)acetamido]-3-iodomethyl-3-cephem-4-carboxylate), C[Si](NC(C)=O)(C)C (N-(trimethylsilyl)acetamide), CN1N=CC(=C1NC(C1=CC=CC=C1)(C1=CC=CC=C1)C1=CC=CC=C1)NC(=O)N1C[C@H](CC1)NC(OC(C)(C)C)=O (tert-butyl [(3S)-1-({[1-methyl-5-(tritylamino)-1H-pyrazol-4-yl]amino}carbonyl)-3-pyrrolidinyl]carbamate). Solvent: O (water), CN(C=O)C (N,N-dimethylformamide). Conditions: time 30 minute. Yields the product NC=1N([N+](=CC1NC(=O)N1C[C@H](CC1)N)CC=1CS[C@H]2N(C1C(=O)[O-])C([C@H]2NC(\C(=N/OC(C)(C)C(=O)O)\C2=NSC(=N2)N)=O)=O)C (3-{[3-amino-4-({[(3S)-3-amino-1-pyrrolidinyl]carbonyl}amino)-2-methyl-1-pyrazolio]methyl}-7β-[(Z)-2-(5-amino-1,2,4-thiadiazol-3-yl)-2-(1-carboxy-1-methylethoxyimino)acetamido]-3-cephem-4-carboxylate). The yield is 8.6%. As a reaction SMILES: [NH2:1][C:2]1[S:6][N:5]=[C:4](/[C:7](=[N:38]/[O:39][C:40]([C:43]([O:45]C(C)(C)C)=[O:44])([CH3:42])[CH3:41])/[C:8]([NH:10][C@@H:11]2[C:36](=[O:37])[N:13]3[C:14]([C:20]([O:22]C(C4C=CC=CC=4)C4C=CC=CC=4)=[O:21])=[C:15]([CH2:18]I)[CH2:16][S:17][C@H:12]23)=[O:9])[N:3]=1.C[Si](C)(C)NC(=O)C.[CH3:58][N:59]1[C:63]([NH:64]C(C2C=CC=CC=2)(C2C=CC=CC=2)C2C=CC=CC=2)=[C:62]([NH:84][C:85]([N:87]2[CH2:91][CH2:90][C@H:89]([NH:92]C(=O)OC(C)(C)C)[CH2:88]2)=[O:86])[CH:61]=[N:60]1.C(OCC)(=O)C>CN(C)C=O.O>[NH2:64][C:63]1[N:59]([CH3:58])[N+:60]([CH2:18][C:15]2[CH2:16][S:17][C@@H:12]3[C@H:11]([NH:10][C:8](=[O:9])/[C:7](/[C:4]4[N:3]=[C:2]([NH2:1])[S:6][N:5]=4)=[N:38]\[O:39][C:40]([C:43]([OH:45])=[O:44])([CH3:42])[CH3:41])[C:36](=[O:37])[N:13]3[C:14]=2[C:20]([O-:22])=[O:21])=[CH:61][C:62]=1[NH:84][C:85]([N:87]1[CH2:91][CH2:90][C@H:89]([NH2:92])[CH2:88]1)=[O:86]. Procedure details: To a solution of benzhydryl 7β-[(Z)-2-(5-amino-1,2,4-thiadiazol-3-yl)-2-(1-tert-butoxycarbonyl-1-methylethoxyimino)acetamido]-3-iodomethyl-3-cephem-4-carboxylate (820 mg) in N,N-dimethylformamide (2.4 ml) was added N-(trimethylsilyl)acetamide (656 mg), and the mixture was stirred at room temperature for 30 minutes. To the reaction mixture was added tert-butyl [(3S)-1-({[1-methyl-5-(tritylamino)-1H-pyrazol-4-yl]amino}carbonyl)-3-pyrrolidinyl]carbamate (680 mg). The whole mixture was stirred at ro... Reported procedure: Following the procedure of Example 70 and General Procedure B, 142bp was prepared from 6,8-difluoro-4H-thieno[3,2-c]chromene-2-carboxylic acid and 2-chloro-N-methylaniline. MS: (ESI+)=392.1 Reaction SMILES: [F:1][C:2]1[C:11]2[O:10][CH2:9][C:8]3[CH:12]=[C:13]([C:15]([OH:17])=O)[S:14][C:7]=3[C:6]=2[CH:5]=[C:4]([F:18])[CH:3]=1.[Cl:19][C:20]1[CH:27]=[CH:26][CH:25]=[CH:24][C:21]=1[NH:22][CH3:23]>>[Cl:19][C:20]1[CH:27]=[CH:26][CH:25]=[CH:24][C:21]=1[N:22]([CH3:23])[C:15]([C:13]1[S:14][C:7]2[C:6]3[CH:5]=[C:4]([F:18])[CH:3]=[C:2]([F:1])[C:11]=3[O:10][CH2:9][C:8]=2[CH:12]=1)=[O:17]. Product: ClC1=C(C=CC=C1)N(C(=O)C1=CC=2COC=3C(=CC(=CC3C2S1)F)F)C (N-(2-chlorophenyl)-6,8-difluoro-N-methyl-4H-thieno[3,2-c]chromene-2-carboxamide). Reactants: FC1=CC(=CC=2C3=C(COC12)C=C(S3)C(=O)O)F (6,8-difluoro-4H-thieno[3,2-c]chromene-2-carboxylic acid), ClC1=C(NC)C=CC=C1 (2-chloro-N-methylaniline). Reactants: O=C([O-])O, CN(C)C=O, O=C(Cl)C(=O)Cl, ClCCl, CCOC(=O)n1nc(N)c2cc(C(=O)OC(C)(C)C)sc21, [Na+], O=C(O)c1ccc(N2CCOCC2)cc1, c1ccncc1. The product is CCOC(=O)n1nc(NC(=O)c2ccc(N3CCOCC3)cc2)c2cc(C(=O)OC(C)(C)C)sc21. As a reaction SMILES: [C:49](=[O:50])([OH:51])[O-:52].[CH3:57][N:58]([CH3:59])[CH:60]=[O:61].[Cl:1][C:2]([C:3]([Cl:4])=[O:5])=[O:6].[Cl:54][CH2:55][Cl:56].[NH2:22][c:23]1[c:24]2[c:25]([n:26]([C:28](=[O:29])[O:30][CH2:31][CH3:32])[n:27]1)[s:33][c:34]([C:36](=[O:37])[O:38][C:39]([CH3:40])([CH3:41])[CH3:42])[cH:35]2.[Na+:53].[O:7]1[CH2:8][CH2:9][N:10]([c:13]2[cH:14][cH:15][c:16]([C:17](=[O:18])[OH:19])[cH:20][cH:21]2)[CH2:11][CH2:12]1.[cH:43]1[cH:44][cH:45][n:46][cH:47][cH:48]1>>[O:7]1[CH2:8][CH2:9][N:10]([c:13]2[cH:14][cH:15][c:16]([C:17](=[O:19])[NH:22][c:23]3[c:24]4[c:25]([n:26]([C:28](=[O:29])[O:30][CH2:31][CH3:32])[n:27]3)[s:33][c:34]([C:36](=[O:37])[O:38][C:39]([CH3:40])([CH3:41])[CH3:42])[cH:35]4)[cH:20][cH:21]2)[CH2:11][CH2:12]1. The reactants are Cl.OC1[C@H](N)[C@@H](O)[C@H](O)[C@H](O1)CO (D-glucosamine hydrochloride), N (ammonia), C(=O)=O (CO2). Solvent: O (water). Reaction conditions: time 30 minute. Yields the product OC1[C@H](N)[C@@H](O)[C@H](O)[C@H](O1)CO (D-Glucosamine). As a reaction SMILES: Cl.[OH:2][CH:3]1[O:11][C@H:10]([CH2:12][OH:13])[C@@H:8]([OH:9])[C@H:6]([OH:7])[C@H:4]1[NH2:5].N.C(=O)=O>O>[OH:2][CH:3]1[O:11][C@H:10]([CH2:12][OH:13])[C@@H:8]([OH:9])[C@H:6]([OH:7])[C@H:4]1[NH2:5] |f:0.1|. Procedure details: The coating composition is prepared by mixing 42.2 g of water with 40 g of the acrylic binder of example 1. 15.0 g of D-glucosamine hydrochloride is then added followed by an appropriate amount of aqueous ammonia (25% by weight) in order to render the pH alkaline (above 7.0). The emulsion is then stirred at room temperature for 30 minutes. The resulting coating composition is then applied by a coating bar (K1 to K5) onto the desired substrate (for example paper or polymer film) and imaged using ... Reactants: [Si](C)(C)(C(C)(C)C)O[C@H]1C[C@@H](O[C@@H]1CO[Si](C)(C)C(C)(C)C)N1C=NC=2C(OC(N(C3=CC=CC=C3)C3=CC=CC=C3)=O)=NC(NC(NC)=S)=NC12 (3′,5′-bis-O-(tert-butyldimethylsilyl)-6-O-diphenylcarbamoyl-2-N-methylthiocarbamoyldeoxyguanosine), C1(=CC=CC=C1)C (toluene), COC1=CC=C(C(C2=CC=C(C=C2)OC)(C2=CC=CC=C2)OC[C@@H]2[C@H](C[C@@H](O2)N2C=NC=3C(OC(N(C4=CC=CC=C4)C4=CC=CC=C4)=O)=NC(NC(NC)=O)=NC23)O)C=C1 (5′-O-(4,4′-dimethoxytrityl)-6-O-diphenylcarbamoyl-2-N-methylcarbamoyldeoxyguanosine). The solvent is O1CCCC1 (tetrahydrofuran), O1CCCC1 (tetrahydrofuran). Run at time 8 hour. The product is C1(=CC=CC=C1)N(C(=O)OC=1C=2N=CN([C@H]3C[C@H](O)[C@@H](CO)O3)C2N=C(N1)NC(NC)=S)C1=CC=CC=C1 (6-O-diphenylcarbamoyl-2-N-methylthiocarbamoyldeoxyguanosine). Isolated yield 80.4%. Reaction SMILES: [Si]([O:8][C@@H:9]1[C@@H:13]([CH2:14][O:15][Si](C(C)(C)C)(C)C)[O:12][C@@H:11]([N:23]2[C:52]3[N:51]=[C:45]([NH:46][C:47](=[S:50])[NH:48][CH3:49])[N:44]=[C:27]([O:28][C:29](=[O:43])[N:30]([C:37]4[CH:42]=[CH:41][CH:40]=[CH:39][CH:38]=4)[C:31]4[CH:36]=[CH:35][CH:34]=[CH:33][CH:32]=4)[C:26]=3[N:25]=[CH:24]2)[CH2:10]1)(C(C)(C)C)(C)C.COC1C=CC(C(OC[C@H]2O[C@@H](N3C4N=C(NC(=O)NC)N=C(OC(=O)N(C5C=CC=CC=5)C5C=CC=CC=5)C=4N=C3)C[C@@H]2O)(C2C=CC=CC=2)C2C=CC(OC)=CC=2)=CC=1.C1(C)C=CC=CC=1>O1CCCC1>[C:37]1([N:30]([C:31]2[CH:32]=[CH:33][CH:34]=[CH:35][CH:36]=2)[C:29]([O:28][C:27]2[C:26]3[N:25]=[CH:24][N:23]([C:52]=3[N:51]=[C:45]([NH:46][C:47](=[S:50])[NH:48][CH3:49])[N:44]=2)[C@@H:11]2[O:12][C@H:13]([CH2:14][OH:15])[C@@H:9]([OH:8])[CH2:10]2)=[O:43])[CH:38]=[CH:39][CH:40]=[CH:41][CH:42]=1. Reported procedure: The above-obtained 3′,5′-bis-O-(tert-butyldimethylsilyl)-6-O-diphenylcarbamoyl-2-N-methylthiocarbamoyldeoxyguanosine (900 mg, 1.17 mmol) was azeotroped with anhydrous tetrahydrofuran three times and dissolved in anhydrous tetrahydrofuran (6.0 mL), and triethylamine 3 hydrogen fluoride (574 μL, 3.51 mmol) was added thereto. The mixture was stirred at room temperature overnight, and then toluene (5 mL) was added thereto. The solvent was evaporated under reduced pressure. To the residue, methanol (...